This data is from the Open Reaction Database (ORD), a public repository of structured organic reaction records. The task is: describe an organic reaction: reactants, conditions, products, and yield The reactants are C=CC#N, [Cl-], O=C(O)c1ccc(-c2ccccc2)cc1. The product is N#CC=Cc1ccc(-c2ccccc2)cc1. RXN SMILES: [CH2:17]=[CH:18][C:19]#[N:20].[Cl-:1].[c:2]1(-[c:11]2[cH:12][cH:13][cH:14][cH:15][cH:16]2)[cH:3][cH:4][c:5]([C:8]([OH:9])=[O:10])[cH:6][cH:7]1>>[c:2]1(-[c:11]2[cH:12][cH:13][cH:14][cH:15][cH:16]2)[cH:3][cH:4][c:5]([CH:8]=[CH:18][C:19]#[N:20])[cH:6][cH:7]1.